This data is from the Open Reaction Database (ORD), a public repository of structured organic reaction records. The task is: describe an organic reaction: reactants, conditions, products, and yield The reactants are IC1=C(C=CC=C1)C(C(=O)N)C (2-(2-iodophenyl)propanamide), C(#C)[Si](CC)(CC)CC (ethynyltriethylsilane), F[B-](F)(F)F.C(C)(C)(C)[PH+](C(C)(C)C)C(C)(C)C (tri-tert-butylphosphonium tetrafluoroborate). Reagents/catalysts: Cl[Pd]([P](C1=CC=CC=C1)(C2=CC=CC=C2)C3=CC=CC=C3)([P](C4=CC=CC=C4)(C5=CC=CC=C5)C6=CC=CC=C6)Cl (PdCl2(PPh3)2), [Cu]I (CuI). Run in CN(C)C=O (DMF). Run at temperature 70 celsius, time 4 hour. Yields the product C(C)[Si](CC)(CC)C#CC1=C(C=CC=C1)C(C(=O)N)C (2-(2-((Triethylsilyl)ethynyl)phenyl)propanamide), oil. The yield is 68.0%. As a reaction SMILES: I[C:2]1[CH:7]=[CH:6][CH:5]=[CH:4][C:3]=1[CH:8]([CH3:12])[C:9]([NH2:11])=[O:10].[C:13]([Si:15]([CH2:20][CH3:21])([CH2:18][CH3:19])[CH2:16][CH3:17])#[CH:14].F[B-](F)(F)F.C([PH+](C(C)(C)C)C(C)(C)C)(C)(C)C>CN(C=O)C.Cl[Pd](Cl)([P](C1C=CC=CC=1)(C1C=CC=CC=1)C1C=CC=CC=1)[P](C1C=CC=CC=1)(C1C=CC=CC=1)C1C=CC=CC=1.[Cu]I>[CH2:16]([Si:15]([C:13]#[C:14][C:2]1[CH:7]=[CH:6][CH:5]=[CH:4][C:3]=1[CH:8]([CH3:12])[C:9]([NH2:11])=[O:10])([CH2:20][CH3:21])[CH2:18][CH3:19])[CH3:17] |f:2.3,^1:47,66|. Procedure details: A mixture of 2-(2-iodophenyl)propanamide I13 (12.4 g, 45.2 mmol), ethynyltriethylsilane (9.72 mL, 54.2 mmol), PdCl2(PPh3)2 (0.634 g, 0.904 mmol), tri-tert-butylphosphonium tetrafluoroborate (0.262 g, 0.904 mmol) and CuI (0.172 g, 0.904 mmol) in DMF (46 mL) was stirred under a nitrogen atmosphere at 70° C. for 4 hours. The volatiles were removed in vacuo and the crude residue was purified by silica gel column chromatography (Combiflash Rf, 0-30% EtOAc in cyclohexane) to give the title compound I1... Yields the product COc1ccc(NC(=O)C2CC2)cc1-c1ccc(C(=O)O)cc1. Starting materials: CCOC(=O)c1ccc(-c2cc(NC(=O)C3CC3)ccc2OC)cc1, CCO, [Na+], [OH-]. RXN SMILES: [CH2:1]([CH3:2])[O:3][C:4](=[O:5])[c:6]1[cH:7][cH:8][c:9](-[c:12]2[c:13]([O:24][CH3:25])[cH:14][cH:15][c:16]([NH:18][C:19](=[O:20])[CH:21]3[CH2:22][CH2:23]3)[cH:17]2)[cH:10][cH:11]1.[CH3:26][CH2:27][OH:28].[Na+:30].[OH-:29]>>[O:3]=[C:4]([OH:5])[c:6]1[cH:7][cH:8][c:9](-[c:12]2[c:13]([O:24][CH3:25])[cH:14][cH:15][c:16]([NH:18][C:19](=[O:20])[CH:21]3[CH2:22][CH2:23]3)[cH:17]2)[cH:10][cH:11]1. Reactants: C1CCOC1, COC(=O)CCCCCS(=O)c1ccc(-c2ccc(Cl)cc2)cc1, CO, [K+], NO, [OH-]. Reaction SMILES: [CH2:31]1[O:32][CH2:33][CH2:34][CH2:35]1.[CH3:1][O:2][C:3]([CH2:4][CH2:5][CH2:6][CH2:7][CH2:8][S:9](=[O:10])[c:11]1[cH:12][cH:13][c:14](-[c:17]2[cH:18][cH:19][c:20]([Cl:23])[cH:21][cH:22]2)[cH:15][cH:16]1)=[O:24].[CH3:29][OH:30].[K+:28].[NH2:25][OH:26].[OH-:27]>>[O:2]=[C:3]([CH2:4][CH2:5][CH2:6][CH2:7][CH2:8][S:9](=[O:10])[c:11]1[cH:12][cH:13][c:14](-[c:17]2[cH:18][cH:19][c:20]([Cl:23])[cH:21][cH:22]2)[cH:15][cH:16]1)[NH:25][OH:26]. The product is O=C(CCCCCS(=O)c1ccc(-c2ccc(Cl)cc2)cc1)NO. Reactants: N(=NC(=O)OCC)C(=O)OCC (diethyl azodicarboxylate), FC=1C=CC=C2C(C(=NNC12)I)=O (8-fluoro-3-iodocinnolin-4(1H)-one), COC(CCO)(C)C (3-methoxy-3-methylbutan-1-ol), C1(=CC=CC=C1)P(C1=CC=CC=C1)C1=CC=CC=C1 (triphenylphosphine). The solvent is C1CCOC1 (THF). Reaction conditions: temperature 5 celsius, time 8 hour. The product is FC=1C=CC=C2C(C(=NN(C12)CCC(C)(C)OC)I)=O (8-Fluoro-3-iodo-1-(3-methoxy-3-methylbutyl)cinnolin-4(1H)-one). As a reaction SMILES: [F:1][C:2]1[CH:3]=[CH:4][CH:5]=[C:6]2[C:11]=1[NH:10][N:9]=[C:8]([I:12])[C:7]2=[O:13].[CH3:14][O:15][C:16]([CH3:21])([CH3:20])[CH2:17][CH2:18]O.C1(P(C2C=CC=CC=2)C2C=CC=CC=2)C=CC=CC=1.N(C(OCC)=O)=NC(OCC)=O>C1COCC1>[F:1][C:2]1[CH:3]=[CH:4][CH:5]=[C:6]2[C:11]=1[N:10]([CH2:18][CH2:17][C:16]([O:15][CH3:14])([CH3:21])[CH3:20])[N:9]=[C:8]([I:12])[C:7]2=[O:13]. Procedure: A mixture of 0.72 g of 8-fluoro-3-iodocinnolin-4(1H)-one and 0.48 ml of 3-methoxy-3-methylbutan-1-ol in 20 ml of THF is cooled to 5° C., 0.97 g of triphenylphosphine is added and then 0.65 g of diethyl azodicarboxylate is slowly added, and the mixture is left stirring overnight at AT. The reaction mixture is concentrated under vacuum and the residue is chromatographed on silica gel, elution being carried out with the cyclohexane/AcOEt mixture (75/25; v/v) and then with AcOEt. The expected compou...